From a dataset of the Open Reaction Database (ORD), a public repository of structured organic reaction records. describe an organic reaction: reactants, conditions, products, and yield The reactants are C(C)C=1N=C(NC1C=O)CCC (4-Ethyl-2-propyl-1H-imidazole-5-carboxaldehyde), C([O-])([O-])=O.[K+].[K+] (potassium carbonate), FC1=C(CBr)C=CC(=C1)I (2-fluoro-4-iodobenzyl bromide). The solvent is CN(C)C=O (DMF). Conditions: time 8 hour. Product: FC1=C(CN2C(=NC(=C2C=O)CC)CCC)C=CC(=C1)I (1-(2-fluoro-4-iodobenzyl)-4-ethyl-2-propyl-1H-imidazole-5-carboxaldehyde). Isolated yield 69.9%. RXN SMILES: [CH2:1]([C:3]1[N:4]=[C:5]([CH2:10][CH2:11][CH3:12])[NH:6][C:7]=1[CH:8]=[O:9])[CH3:2].C(=O)([O-])[O-].[K+].[K+].[F:19][C:20]1[CH:27]=[C:26]([I:28])[CH:25]=[CH:24][C:21]=1[CH2:22]Br>CN(C=O)C>[F:19][C:20]1[CH:27]=[C:26]([I:28])[CH:25]=[CH:24][C:21]=1[CH2:22][N:6]1[C:7]([CH:8]=[O:9])=[C:3]([CH2:1][CH3:2])[N:4]=[C:5]1[CH2:10][CH2:11][CH3:12] |f:1.2.3|. Procedure: 4-Ethyl-2-propyl-1H-imidazole-5-carboxaldehyde (6.32 g, 38.0 mmol), potassium carbonate (10.57 g, 76.5 mmol), and 2-fluoro-4-iodobenzyl bromide (13.90 g of 86%, 38.0 mmol) were added together with 50 mL of DMF. The reaction mixture was stirred at room temperature overnight under N2. The solvent was removed in vacuo and the residue was partitioned between EtOAc and H2O. The two layers were separated. The aqueous layer was extracted with EtOAc. The combined organic mixture was washed with H2O and ...